This data is from the Open Reaction Database (ORD), a public repository of structured organic reaction records. The task is: describe an organic reaction: reactants, conditions, products, and yield Reactants: [N+](=O)([O-])C1=C2C=NNC2=CC=C1C (4-nitro-5-methylindazole). Reagents/catalysts: [Pd] (palladium-charcoal). Run in CO (methanol). The product is NC1=C2C=NNC2=CC=C1C (4-amino-5-methylindazole). The yield is 93.0%. RXN SMILES: [N+:1]([C:4]1[C:12]([CH3:13])=[CH:11][CH:10]=[C:9]2[C:5]=1[CH:6]=[N:7][NH:8]2)([O-])=O>CO.[Pd]>[NH2:1][C:4]1[C:12]([CH3:13])=[CH:11][CH:10]=[C:9]2[C:5]=1[CH:6]=[N:7][NH:8]2. Procedure: m.p. 197°-200° C. (yield 93% of theory) by hydrogenating 4-nitro-5-methylindazole in methanol in the presence of palladium-charcoal; The reactants are CCO, [Cl-], CC(=O)c1ccc([N+](=O)[O-])c(Nc2ccc(F)cc2F)c1, [Fe], [NH4+], O. Yields the product CC(=O)c1ccc(N)c(Nc2ccc(F)cc2F)c1. As a reaction SMILES: [CH3:24][CH2:25][OH:26].[Cl-:22].[F:1][c:2]1[c:3]([NH:9][c:10]2[cH:11][c:12]([C:19]([CH3:20])=[O:21])[cH:13][cH:14][c:15]2[N+:16]([O-:17])=[O:18])[cH:4][cH:5][c:6]([F:8])[cH:7]1.[Fe:28].[NH4+:23].[OH2:27]>>[F:1][c:2]1[c:3]([NH:9][c:10]2[cH:11][c:12]([C:19]([CH3:20])=[O:21])[cH:13][cH:14][c:15]2[NH2:16])[cH:4][cH:5][c:6]([F:8])[cH:7]1. Reactants: OC=1C=C(OCC2=NC3=CC=CC=C3C=C2)C=CC1 (2-[(3-hydroxyphenoxy)methyl]quinoline), ClCCCC1=NN=NN1 (5-(3-chloropropyl)tetrazole), [OH-].[K+] (KOH). Solvent: O (water), C(C)O (ethanol), CCCCCC.C(C)(=O)OCC (hexane ethyl acetate). The product is N1=C(C=CC2=CC=CC=C12)COC=1C=C(OCCCC2=NN=NN2)C=CC1 (5-[3-(3-(2-quinolylmethyloxy)phenoxy)propyl]tetrazole). Reaction SMILES: [OH:1][C:2]1[CH:3]=[C:4]([CH:17]=[CH:18][CH:19]=1)[O:5][CH2:6][C:7]1[CH:16]=[CH:15][C:14]2[C:9](=[CH:10][CH:11]=[CH:12][CH:13]=2)[N:8]=1.Cl[CH2:21][CH2:22][CH2:23][C:24]1[NH:28][N:27]=[N:26][N:25]=1.[OH-].[K+]>O.C(O)C.CCCCCC.C(OCC)(=O)C>[N:8]1[C:9]2[C:14](=[CH:13][CH:12]=[CH:11][CH:10]=2)[CH:15]=[CH:16][C:7]=1[CH2:6][O:5][C:4]1[CH:3]=[C:2]([CH:19]=[CH:18][CH:17]=1)[O:1][CH2:21][CH2:22][CH2:23][C:24]1[NH:28][N:27]=[N:26][N:25]=1 |f:2.3,6.7|. Procedure details: A mixture of 3.51 g (0.014 mol) 2-[(3-hydroxyphenoxy)methyl]quinoline, 2.04 g (0.14 mol) 5-(3-chloropropyl)tetrazole and 2 g (0.036 mol) KOH in 5 ml water and 50 ml ethanol is heated over a steam bath for a period of 3 hours. Reaction mixture is concentrated to dryness and slurried into water and extracted with methylene chloride. The methylene chloride extract is washed with water, dried over MgSO4 and concentrated under reduced pressure to obtain solid which is passed through a silica gel colu... Yields the product CCOC(=O)c1ccc(N=Nc2ccc3c(c2)C(O)CCC3(C)C)cc1. The reactants are [BH4-], CCOC(=O)c1ccc(N=Nc2ccc3c(c2)C(=O)CCC3(C)C)cc1, CCO, [Na+]. As a reaction SMILES: [BH4-:27].[CH3:1][C:2]1([CH3:26])[c:3]2[cH:4][cH:5][c:6]([N:13]=[N:14][c:15]3[cH:16][cH:17][c:18]([C:19](=[O:20])[O:21][CH2:22][CH3:23])[cH:24][cH:25]3)[cH:7][c:8]2[C:9](=[O:12])[CH2:10][CH2:11]1.[CH3:29][CH2:30][OH:31].[Na+:28]>>[CH3:1][C:2]1([CH3:26])[c:3]2[cH:4][cH:5][c:6]([N:13]=[N:14][c:15]3[cH:16][cH:17][c:18]([C:19](=[O:20])[O:21][CH2:22][CH3:23])[cH:24][cH:25]3)[cH:7][c:8]2[CH:9]([OH:12])[CH2:10][CH2:11]1. Reactants: C1(CCCC1)OC([C@H](C1CCCCC1)NC(=O)OC(C)(C)C)=O ((S)-tert-butoxycarbonylamino-cyclohexyl-acetic acid cyclopentyl ester). Solvent: C(=O)(C(F)(F)F)O.C(Cl)Cl (TFA DCM), C(Cl)Cl (DCM). Reaction conditions: time 90 minute. The product is C1(CCCC1)OC([C@H](C1CCCCC1)N)=O ((S)-Amino-cyclohexyl-acetic acid cyclopentyl ester). The yield is 96.2%. As a reaction SMILES: [CH:1]1([O:6][C:7](=[O:23])[C@@H:8]([NH:15]C(OC(C)(C)C)=O)[CH:9]2[CH2:14][CH2:13][CH2:12][CH2:11][CH2:10]2)[CH2:5][CH2:4][CH2:3][CH2:2]1>C(O)(C(F)(F)F)=O.C(Cl)Cl.C(Cl)Cl>[CH:1]1([O:6][C:7](=[O:23])[C@@H:8]([NH2:15])[CH:9]2[CH2:10][CH2:11][CH2:12][CH2:13][CH2:14]2)[CH2:5][CH2:4][CH2:3][CH2:2]1 |f:1.2|. Reported procedure: (S)-tert-butoxycarbonylamino-cyclohexyl-acetic acid cyclopentyl ester (1.17 g, 3.60 mmol) was dissolved in a TFA/DCM mixture (1:1, 10 ml) at 0° C. The solution was stirred for 90 minutes, the solvent removed in vacuo. The residue was azetroped with a DCM/heptane mixture (2×) to give a gum. The gum was redissolved in DCM (10 ml) and washed with saturated aqueous NaHCO3 solution (3×10 ml), dried (MgSO4) and filtered. The solvent of the filtrate was removed in vacuo to give the product as an oil (0... Reactants: FC(S(=O)(=O)OC1=C(C(=CC=C1)C(C)(C)C)OCC1=CC=CC=C1)(F)F (2-(Benzyloxy)-3-tert-butylphenyl trifluoromethanesulfonate), C(=O)C=1C=C(C=CC1)B(O)O (3-formylphenylboronic acid), C(OC)COC (glyme), C([O-])(O)=O.[Na+] (sodium bicarbonate). The reagents and catalysts are [Pd](Cl)Cl.C1(=CC=CC=C1)P(C1=CC=CC=C1)C1=CC=CC=C1.C1(=CC=CC=C1)P(C1=CC=CC=C1)C1=CC=CC=C1 (bis(triphenylphosphine) palladium(II) dichloride). Solvent: O (water), C(C)(=O)OCC (ethyl acetate). The product is C(C1=CC=CC=C1)OC1=C(C=CC=C1C(C)(C)C)C1=CC(=CC=C1)C=O (2′-(Benzyloxy)-3′-tert-butylbiphenyl-3-carbaldehyde). Isolated yield 96.0%. Reaction SMILES: FC(F)(F)S(O[C:7]1[CH:12]=[CH:11][CH:10]=[C:9]([C:13]([CH3:16])([CH3:15])[CH3:14])[C:8]=1[O:17][CH2:18][C:19]1[CH:24]=[CH:23][CH:22]=[CH:21][CH:20]=1)(=O)=O.[CH:27]([C:29]1[CH:30]=[C:31](B(O)O)[CH:32]=[CH:33][CH:34]=1)=[O:28].C(COC)OC.C(=O)(O)[O-].[Na+]>O.C(OCC)(=O)C.[Pd](Cl)Cl.C1(P(C2C=CC=CC=2)C2C=CC=CC=2)C=CC=CC=1.C1(P(C2C=CC=CC=2)C2C=CC=CC=2)C=CC=CC=1>[CH2:18]([O:17][C:8]1[C:9]([C:13]([CH3:16])([CH3:15])[CH3:14])=[CH:10][CH:11]=[CH:12][C:7]=1[C:33]1[CH:32]=[CH:31][CH:30]=[C:29]([CH:27]=[O:28])[CH:34]=1)[C:19]1[CH:24]=[CH:23][CH:22]=[CH:21][CH:20]=1 |f:3.4,7.8.9|. Procedure: A solution of 8 (3.75 g, 9.65 mmol), 3-formylphenylboronic acid (2.89 g, 19.3 mmol, 2 equiv.), bis(triphenylphosphine) palladium(II) dichloride (0.20 g), glyme (10 mL) and a solution of sodium bicarbonate (2.9 g, 34.5 mmol) in water (50 mL) was stirred well at reflux under nitrogen for 4 hr. After cooling the reaction mixture was diluted with ethyl acetate (150 mL) and washed with water (2×100 mL). The organic layer was dried over sodium sulfate and filtered. The solvent was removed in a rotary ... Starting materials: C[Si](OC1=NC(=CC=C1)O[Si](C)(C)C)(C)C (2,6-bis(trimethylsilyloxy)pyridine), C(C1=CC=CC=C1)(=O)Cl (benzoyl chloride). The solvent is C(C)#N (acetonitrile), C(C)#N (acetonitrile). The product is C(C1=CC=CC=C1)(=O)OC1=CC=CC(N1)=O (6-benzoyloxy-2-pyridone). Yield: 33.0%. As a reaction SMILES: C[Si](C)(C)[O:3][C:4]1[CH:9]=[CH:8][CH:7]=[C:6]([O:10][Si](C)(C)C)[N:5]=1.[C:17](Cl)(=[O:24])[C:18]1[CH:23]=[CH:22][CH:21]=[CH:20][CH:19]=1>C(#N)C>[C:17]([O:3][C:4]1[NH:5][C:6](=[O:10])[CH:7]=[CH:8][CH:9]=1)(=[O:24])[C:18]1[CH:23]=[CH:22][CH:21]=[CH:20][CH:19]=1. Reported procedure: A 1.60 g quantity of 2,6-bis(trimethylsilyloxy)pyridine was dissolved in 10 ml of acetonitrile and 5 ml of acetonitrile solution containing 1.30 g of benzoyl chloride was added dropwise to the solution. After the mixture was reacted at room temperature for one day, the reaction mixture was concentrated and subjected to silica gel chromatography using chloroform as an eluent to produce 0.50 g of the title compound in a yield of 33%. Starting materials: N[C@@H](CCCN)C(=O)O (L-ornithine), C([C@@H](O)CC(=O)O)(=O)O (L-malic acid). Product: O.O.C([C@@H](O)CC(=O)O)(=O)O.N[C@@H](CCCN)C(=O)O (L-ornithine L-malate dihydrate). Yield: 309.0%. As a reaction SMILES: [NH2:1][C@H:2]([C:7]([OH:9])=[O:8])[CH2:3][CH2:4][CH2:5][NH2:6].[C:10]([OH:18])(=[O:17])[C@H:11]([CH2:13][C:14]([OH:16])=[O:15])[OH:12]>>[OH2:8].[OH2:12].[C:10]([OH:18])(=[O:17])[C@H:11]([CH2:13][C:14]([OH:16])=[O:15])[OH:12].[NH2:1][C@H:2]([C:7]([OH:9])=[O:8])[CH2:3][CH2:4][CH2:5][NH2:6] |f:2.3.4.5|. Procedure: To an aqueous solution of free L-ornithine (400 ml, content of L-ornithine: 1.167 mole) is gradually added with stirring L-malic acid (78.29 g, 1/2 mole per 1 mole of L-ornithine). The reaction mixture is concentrated under reduced pressure until the total amount of the mixture becomes 500 g. To the resulting aqueous solution is added with stirring methanol (300 ml), by which a little amount of crystals is precipitated. To the mixture is further added methanol (each 100 ml) five times at an inte...